describe an organic reaction: reactants, conditions, products, and yield From a dataset of the Open Reaction Database (ORD), a public repository of structured organic reaction records. The reactants are COC1=CC=C(C=C1)N1C(O[C@H](C1)CN1CCC(CC1)S(=O)(=O)C1=CC=C(C=C1)OC)=O (3-p-methoxyphenyl-5(S)-[(4-p-methoxyphenylsulfonylpiperidino)methyl]-2-oxazolidinone). Run in CS(=O)C (DMSO). Yields the product COC1=CC=C(C=C1)N1C(O[C@H](C1)CN1CCC(CC1)SC1=CC=C(C=C1)OC)=O (3-p-methoxyphenyl-5(S)-[(4-p-methoxyphenylthiopiperidino)methyl]-2-oxazolidinone). RXN SMILES: [CH3:1][O:2][C:3]1[CH:8]=[CH:7][C:6]([N:9]2[CH2:13][C@H:12]([CH2:14][N:15]3[CH2:20][CH2:19][CH:18]([S:21]([C:24]4[CH:29]=[CH:28][C:27]([O:30][CH3:31])=[CH:26][CH:25]=4)(=O)=O)[CH2:17][CH2:16]3)[O:11][C:10]2=[O:32])=[CH:5][CH:4]=1>CS(C)=O>[CH3:1][O:2][C:3]1[CH:4]=[CH:5][C:6]([N:9]2[CH2:13][C@H:12]([CH2:14][N:15]3[CH2:20][CH2:19][CH:18]([S:21][C:24]4[CH:25]=[CH:26][C:27]([O:30][CH3:31])=[CH:28][CH:29]=4)[CH2:17][CH2:16]3)[O:11][C:10]2=[O:32])=[CH:7][CH:8]=1. Procedure details: 3-p-methoxyphenyl-5(S)-[(4-p-methoxyphenylsulfonylpiperidino)methyl]-2-oxazolidinone (hydrochloride), m.p. 254°-256°; [αD =-31.6° (DMSO); Reactants: C(C1=CC=CC=C1)OC=1C=CC=2C3=C(C=NC2C1)N=C(N3CCCCN3S(CCC3)(=O)=O)COCC (7-(benzyloxy)-1-[4-(1,1-dioxidoisothiazolidin-2-yl)butyl]-2-(ethoxymethyl)-1H-imidazo[4,5-c]quinoline). The reagents and catalysts are [OH-].[Pd+2].[OH-] (palladium hydroxide). Solvent: C(C)#N (acetonitrile), CO (methanol). Conditions: time 28 hour. Yields the product O=S1(N(CCC1)CCCCN1C(=NC=2C=NC=3C=C(C=CC3C21)O)COCC)=O (1-[4-(1,1-dioxidoisothiazolidin-2-yl)butyl]-2-(ethoxymethyl)-1H-imidazo[4,5-c]quinolin-7-ol). Yield: 58.1%. Reaction SMILES: C([O:8][C:9]1[CH:10]=[CH:11][C:12]2[C:13]3[N:21]([CH2:22][CH2:23][CH2:24][CH2:25][N:26]4[CH2:30][CH2:29][CH2:28][S:27]4(=[O:32])=[O:31])[C:20]([CH2:33][O:34][CH2:35][CH3:36])=[N:19][C:14]=3[CH:15]=[N:16][C:17]=2[CH:18]=1)C1C=CC=CC=1>C(#N)C.CO.[OH-].[Pd+2].[OH-]>[O:32]=[S:27]1(=[O:31])[CH2:28][CH2:29][CH2:30][N:26]1[CH2:25][CH2:24][CH2:23][CH2:22][N:21]1[C:13]2[C:12]3[CH:11]=[CH:10][C:9]([OH:8])=[CH:18][C:17]=3[N:16]=[CH:15][C:14]=2[N:19]=[C:20]1[CH2:33][O:34][CH2:35][CH3:36] |f:3.4.5|. Reported procedure: A mixture of 7-(benzyloxy)-1-[4-(1,1-dioxidoisothiazolidin-2-yl)butyl]-2-(ethoxymethyl)-1H-imidazo[4,5-c]quinoline (4.6 g, 9.04 mmol) and palladium hydroxide (1.5 g) in acetonitrile (50 mL) and methanol (75 mL) was hydrogenated on a Parr apparatus at 50 psi (3.5×105 Pa) for 28 hours. The mixture was filtered through CELITE filter agent, which was rinsed afterwards with 40% methanol in acetonitrile (600 mL). The filtrates were combined and concentrated under reduced pressure to yield a yellow sol... Starting materials: ClCC1=CC=C(C=C1)NC(=O)C1=CC2=CC(=CC=C2CC1)C1=CC=C(C=C1)C (N-[4-(chloromethyl)-phenyl]-7-(4-methylphenyl)-3,4-dihydronaphthalene-2-carboxamide), C(C)N1CCCCCC1 (1-ethylperhydroazepine), C(C)(=O)OCC (ethyl acetate). Solvent: CN(C)C=O (DMF). Run at time 15 hour. The product is [Cl-].C(C)[N+]1(CCCCCC1)CC1=CC=C(C=C1)NC(=O)C1=CC2=CC(=CC=C2CC1)C1=CC=C(C=C1)C (1-ethyl-1-[4-[7-(4-methyl-phenyl)-3,4-dihydronaphthalene-2-carboxamido]benzyl]perhydro-azepinium chloride). The yield is 68.8%. As a reaction SMILES: [Cl:1][CH2:2][C:3]1[CH:8]=[CH:7][C:6]([NH:9][C:10]([C:12]2[CH2:21][CH2:20][C:19]3[C:14](=[CH:15][C:16]([C:22]4[CH:27]=[CH:26][C:25]([CH3:28])=[CH:24][CH:23]=4)=[CH:17][CH:18]=3)[CH:13]=2)=[O:11])=[CH:5][CH:4]=1.[CH2:29]([N:31]1[CH2:37][CH2:36][CH2:35][CH2:34][CH2:33][CH2:32]1)[CH3:30].C(OCC)(=O)C>CN(C=O)C>[Cl-:1].[CH2:29]([N+:31]1([CH2:2][C:3]2[CH:8]=[CH:7][C:6]([NH:9][C:10]([C:12]3[CH2:21][CH2:20][C:19]4[C:14](=[CH:15][C:16]([C:22]5[CH:27]=[CH:26][C:25]([CH3:28])=[CH:24][CH:23]=5)=[CH:17][CH:18]=4)[CH:13]=3)=[O:11])=[CH:5][CH:4]=2)[CH2:37][CH2:36][CH2:35][CH2:34][CH2:33][CH2:32]1)[CH3:30] |f:4.5|. Procedure: In DMF (3ml) was dissolved N-[4-(chloromethyl)-phenyl]-7-(4-methylphenyl)-3,4-dihydronaphthalene-2-carboxamide (150mg), and to the mixture was added 1-ethylperhydroazepine (98mg). The mixture was stirred at room temperature for 15 hours. To the reaction mixture was added ethyl acetate (100ml), and the resulting precipitate was filtered and recrystallized from ethylacetate-methanol to give 1-ethyl-1-[4-[7-(4-methyl-phenyl)-3,4-dihydronaphthalene-2-carboxamido]benzyl]perhydro-azepinium chloride (C... Reactants: CC(C)c1cc(C(C)C)c2c(C#N)c(C=CC(=O)NC3CCOC(C)(C)C3)n(C3CCc4ccccc43)c2n1, CC(C)c1cc(C(C)C)c2c(C#N)c(C=CC(=O)O)n(C3CCc4ccccc43)c2n1, C1COCCN1. The product is CC(C)c1cc(C(C)C)c2c(C#N)c(C=CC(=O)N3CCOCC3)n(C3CCc4ccccc43)c2n1. As a reaction SMILES: [C:1](#[N:2])[c:3]1[c:4]([CH:27]=[CH:28][C:29](=[O:30])[NH:31][CH:32]2[CH2:33][CH2:34][O:35][C:36]([CH3:37])([CH3:38])[CH2:39]2)[n:5]([CH:18]2[CH2:19][CH2:20][c:21]3[cH:22][cH:23][cH:24][cH:25][c:26]32)[c:6]2[n:7][c:8]([CH:15]([CH3:16])[CH3:17])[cH:9][c:10]([CH:12]([CH3:13])[CH3:14])[c:11]12.[C:40]([c:41]1[c:42]2[c:43]([n:44][c:45]([CH:46]([CH3:47])[CH3:48])[cH:49][c:50]2[CH:51]([CH3:52])[CH3:53])[n:54]([CH:55]2[c:56]3[c:57]([cH:58][cH:59][cH:60][cH:61]3)[CH2:62][CH2:63]2)[c:64]1[CH:65]=[CH:66][C:67]([OH:68])=[O:69])#[N:70].[CH2:71]1[CH2:72][O:73][CH2:74][CH2:75][NH:76]1>>[C:1](#[N:2])[c:3]1[c:4]([CH:27]=[CH:28][C:29](=[O:30])[N:31]2[CH2:71][CH2:72][O:73][CH2:74][CH2:75]2)[n:5]([CH:18]2[CH2:19][CH2:20][c:21]3[cH:22][cH:23][cH:24][cH:25][c:26]32)[c:6]2[n:7][c:8]([CH:15]([CH3:16])[CH3:17])[cH:9][c:10]([CH:12]([CH3:13])[CH3:14])[c:11]12. Reactants: CC(=O)C1=CC(=C(C=C1)OCC2=CC=CC=C2)[N+](=O)[O-] (4-benzyloxy-3-nitroacetophenone), BrBr (bromine), [Br-].[Br-].[Br-].[NH+]1=CC=CC=C1.[NH+]1=CC=CC=C1.[NH+]1=CC=CC=C1 (pyridinium tribromide), C(C)(=O)C1=CC=CC=C1 (acetophenone). The solvent is CC#N (CH3CN), CO (MeOH), C(Cl)(Cl)Cl (chloroform). Product: epoxide, BrCC(=O)C1=CC=CC=C1 (α-bromoacetophenone). Reaction SMILES: [CH3:1][C:2]([C:4]1[CH:9]=[CH:8][C:7](OCC2C=CC=CC=2)=[C:6]([N+]([O-])=O)[CH:5]=1)=[O:3].C(C1C=CC=CC=1)(=O)C.[Br:30]Br.[Br-].[Br-].[Br-].[NH+]1C=CC=CC=1.[NH+]1C=CC=CC=1.[NH+]1C=CC=CC=1>C(Cl)(Cl)Cl.CO.CC#N>[Br:30][CH2:1][C:2]([C:4]1[CH:9]=[CH:8][CH:7]=[CH:6][CH:5]=1)=[O:3] |f:3.4.5.6.7.8|. Procedure details: The optically pure epoxide (FAE) is prepared from commercially available 4-benzyloxy-3-nitroacetophenone. Thus, the acetophenone may be brominated with bromine or pyridinium tribromide in an inert organic solvent such as CH3CN, MeOH or chloroform to give the α-bromoacetophenone. The bromoacetophenone is then reduced with a borane reducing agent, such as BH3.THF, BH3.diethylaniline or BH3Me2S, in the presence of a chiral oxazaborolidine catalyst, such as cis-(1R,2S)-aminoindanol-B-Me catalyst, to... Starting materials: CCCc1c(SCc2cccc(Cc3cccc(C(=O)OC)c3)c2)ccc(C(C)=O)c1O, CO, Cl, [Li+], C1CCOC1, [OH-], O, O. Product: CCCc1c(SCc2cccc(Cc3cccc(C(=O)O)c3)c2)ccc(C(C)=O)c1O. RXN SMILES: [CH3:1][O:2][C:3]([c:4]1[cH:5][c:6]([CH2:10][c:11]2[cH:12][c:13]([CH2:17][S:18][c:19]3[c:20]([CH2:29][CH2:30][CH3:31])[c:21]([OH:28])[c:22]([C:25]([CH3:26])=[O:27])[cH:23][cH:24]3)[cH:14][cH:15][cH:16]2)[cH:7][cH:8][cH:9]1)=[O:32].[CH3:42][OH:43].[ClH:36].[Li+:35].[O:37]1[CH2:38][CH2:39][CH2:40][CH2:41]1.[OH-:34].[OH2:33].[OH2:44]>>[O:2]=[C:3]([c:4]1[cH:5][c:6]([CH2:10][c:11]2[cH:12][c:13]([CH2:17][S:18][c:19]3[c:20]([CH2:29][CH2:30][CH3:31])[c:21]([OH:28])[c:22]([C:25]([CH3:26])=[O:27])[cH:23][cH:24]3)[cH:14][cH:15][cH:16]2)[cH:7][cH:8][cH:9]1)[OH:32]. The reactants are Cl, CCOC(=O)c1cn(C2CC2)c2c(Cl)c(F)c(F)c(N)c2c1=O. Yields the product Nc1c(F)c(F)c(Cl)c2c1c(=O)c(C(=O)O)cn2C1CC1. RXN SMILES: [ClH:24].[NH2:1][c:2]1[c:3]2[c:4](=[O:23])[c:5]([C:18](=[O:19])[O:20][CH2:21][CH3:22])[cH:6][n:7]([CH:15]3[CH2:16][CH2:17]3)[c:8]2[c:9]([Cl:14])[c:10]([F:13])[c:11]1[F:12]>>[NH2:1][c:2]1[c:3]2[c:4](=[O:23])[c:5]([C:18](=[O:19])[OH:20])[cH:6][n:7]([CH:15]3[CH2:16][CH2:17]3)[c:8]2[c:9]([Cl:14])[c:10]([F:13])[c:11]1[F:12]. Starting materials: ClC(Cl)[SiH2]OC (dichloromethylmethoxysilane), OC=1C(=C(C(=C(C(=O)C2=CC=CC=C2)C1)O)O)O (tetrahydroxybenzophenone), [OH-].[Na+] (sodium hydroxide), C1(=CC=CC=C1)[O-].[Na+].[Na+].C1(=CC=CC=C1)[O-] (disodium phenolate salt). Yields the product OC1=CC=C(C(=O)C2=CC=C(C=C2)O)C=C1 (4,4′dihydroxy-benzophenone). RXN SMILES: O[C:2]1[C:3]([OH:18])=[C:4](O)[C:5](O)=[C:6]([CH:15]=1)[C:7]([C:9]1[CH:14]=[CH:13][CH:12]=[CH:11][CH:10]=1)=[O:8].[OH-].[Na+].C1([O-:27])C=CC=CC=1.[Na+].[Na+].C1([O-])C=CC=CC=1.ClC([SiH2]OC)Cl>>[OH:18][C:3]1[CH:4]=[CH:5][C:6]([C:7]([C:9]2[CH:14]=[CH:13][C:12]([OH:27])=[CH:11][CH:10]=2)=[O:8])=[CH:15][CH:2]=1 |f:1.2,3.4.5.6|. Procedure: Synthesis I: A solution of tetrahydroxybenzophenone (Aldrich Chemical) is treated with sufficient caustic, i.e. sodium hydroxide, to prepare a disodium phenolate salt. This salt solution is mixed at a two to one molar ratio with dichloromethylmethoxysilane (Aldrich, United Chemicals) to yield 2,2′ di-(dimethoxymethylsilyoxy), 4,4′dihydroxy-benzophenone having the structure shown in FIG. 8(a).